Dataset: the Open Reaction Database (ORD), a public repository of structured organic reaction records. Task: describe an organic reaction: reactants, conditions, products, and yield Starting materials: CC([O-])=S, CS(=O)(=O)OC1CN(c2nc(C(=O)Nc3ccccc3)cs2)C1, CN(C)C=O, [K+]. Product: CC(=O)SC1CN(c2nc(C(=O)Nc3ccccc3)cs2)C1. RXN SMILES: [C:24]([CH3:25])(=[S:26])[O-:27].[CH3:1][S:2]([O:3][CH:6]1[CH2:7][N:8]([c:10]2[s:11][cH:12][c:13]([C:15]([NH:16][c:17]3[cH:18][cH:19][cH:20][cH:21][cH:22]3)=[O:23])[n:14]2)[CH2:9]1)(=[O:4])=[O:5].[CH3:29][N:30]([CH3:31])[CH:32]=[O:33].[K+:28]>>[CH:6]1([S:26][C:24]([CH3:25])=[O:27])[CH2:7][N:8]([c:10]2[s:11][cH:12][c:13]([C:15]([NH:16][c:17]3[cH:18][cH:19][cH:20][cH:21][cH:22]3)=[O:23])[n:14]2)[CH2:9]1.